This data is from the Open Reaction Database (ORD), a public repository of structured organic reaction records. The task is: describe an organic reaction: reactants, conditions, products, and yield Reactants: ClC=1C=NC=C(C1SC1=C(C=C(S1)C(=O)NC1CCNCC1)[N+](=O)[O-])Cl (5-((3,5-dichloropyridin-4-yl)thio)-4-nitro-N-(piperidin-4-yl)thiophene-2-carboxamide), CS(=O)(=O)Cl (methanesulfonyl chloride). Yields the product ClC=1C=NC=C(C1SC1=C(C=C(S1)C(=O)NC1CCN(CC1)S(=O)(=O)C)[N+](=O)[O-])Cl (5-((3,5-dichloropyridin-4-yl)thio)-N-(1-(methylsulfonyl)piperidin-4-yl)-4-nitrothiophene-2-carboxamide), solid. The yield is 17.0%. Reaction SMILES: [Cl:1][C:2]1[CH:3]=[N:4][CH:5]=[C:6]([Cl:26])[C:7]=1[S:8][C:9]1[S:13][C:12]([C:14]([NH:16][CH:17]2[CH2:22][CH2:21][NH:20][CH2:19][CH2:18]2)=[O:15])=[CH:11][C:10]=1[N+:23]([O-:25])=[O:24].[CH3:27][S:28](Cl)(=[O:30])=[O:29]>>[Cl:1][C:2]1[CH:3]=[N:4][CH:5]=[C:6]([Cl:26])[C:7]=1[S:8][C:9]1[S:13][C:12]([C:14]([NH:16][CH:17]2[CH2:22][CH2:21][N:20]([S:28]([CH3:27])(=[O:30])=[O:29])[CH2:19][CH2:18]2)=[O:15])=[CH:11][C:10]=1[N+:23]([O-:25])=[O:24]. Procedure details: Prepared according to the procedure described for example 199 from 5-((3,5-dichloropyridin-4-yl)thio)-4-nitro-N-(piperidin-4-yl)thiophene-2-carboxamide (0.2 g, 0.46 mmol) and methanesulfonyl chloride (79.0 mg, 0.69 mmol). The title compound was obtained as a solid (40 mg, 17% yield). 1H NMR (400 MHz, d6-DMSO) δ: 8.98 (2H, s), 8.73 (1H, m), 8.48 (1H, s), 3.80 (1H, m), 3.77 (2H, m), 2.84 (3H, s), 2.81 (2H, m), 1.89 (2H, m), 1.56 (2H, m). MS m/z: 509.25, 511.28 [M+H]+. Reactants: C(C)(C)(C)C1=NN(C(=C1)SC)C(=O)Cl (3-t-butyl-1-chlorocarbonyl-5-(methylthio)pyrazole), C(C)NCC (diethylamine). The solvent is CCOCC (ether), CCOCC (ether). The product is C(C)N(C(=O)N1N=C(C=C1SC)C(C)(C)C)CC (1-(diethylcarbamoyl)-3-t-butyl-5-(methylthio)pyrazole). The yield is 54.0%. RXN SMILES: [C:1]([C:5]1[CH:9]=[C:8]([S:10][CH3:11])[N:7]([C:12](Cl)=[O:13])[N:6]=1)([CH3:4])([CH3:3])[CH3:2].[CH2:15]([NH:17][CH2:18][CH3:19])[CH3:16]>CCOCC>[CH2:15]([N:17]([CH2:18][CH3:19])[C:12]([N:7]1[C:8]([S:10][CH3:11])=[CH:9][C:5]([C:1]([CH3:4])([CH3:3])[CH3:2])=[N:6]1)=[O:13])[CH3:16]. Reported procedure: 3-t-butyl-1-chlorocarbonyl-5-(methylthio)pyrazole (4.0 g) in ether (25 ml) was added dropwise with stirring to a solution of diethylamine (3.9 g, 5.5 ml) in ether (25 ml) at room temperature. The reaction mixture was refluxed for 1/2 hour and then filtered, and the ether layer washed with water, dried and evaporated to give crude product. Recrystallisation from petrol gave 1-(diethylcarbamoyl)-3-t-butyl-5-(methylthio)pyrazole, melting point 55°-6°. Yield 54%. Reactants: C(C)OC=1C=C(C=CC1)CCC1=C(OCCC2N(CCC2)C)C=CC=C1 (2-(2-{2-[2-(3-ethoxyphenyl)ethyl]phenoxy}ethyl)-1-methylpyrrolidine), Cl (hydrogen chloride). Run in C(C)(=O)OCC (ethyl acetate), solution, O1CCOCC1 (dioxane). The product is Cl.C(C)OC=1C=C(C=CC1)CCC1=C(OCCC2N(CCC2)C)C=CC=C1 (2-(2-{2-[2-(3-Ethoxyphenyl)ethyl]phenoxy}ethyl)-1-methylpyrrolidine hydrochloride). The yield is 53.0%. RXN SMILES: [CH2:1]([O:3][C:4]1[CH:5]=[C:6]([CH2:10][CH2:11][C:12]2[CH:26]=[CH:25][CH:24]=[CH:23][C:13]=2[O:14][CH2:15][CH2:16][CH:17]2[CH2:21][CH2:20][CH2:19][N:18]2[CH3:22])[CH:7]=[CH:8][CH:9]=1)[CH3:2].[ClH:27]>C(OCC)(=O)C.O1CCOCC1>[ClH:27].[CH2:1]([O:3][C:4]1[CH:5]=[C:6]([CH2:10][CH2:11][C:12]2[CH:26]=[CH:25][CH:24]=[CH:23][C:13]=2[O:14][CH2:15][CH2:16][CH:17]2[CH2:21][CH2:20][CH2:19][N:18]2[CH3:22])[CH:7]=[CH:8][CH:9]=1)[CH3:2] |f:4.5|. Procedure details: 0.891 g of 2-(2-{2-[2-(3-ethoxyphenyl)ethyl]phenoxy}ethyl)-1-methylpyrrolidine [prepared as described in step (a) above] was dissolved in a small amount of ethyl acetate, and 0.76 ml of a 4N solution of hydrogen chloride in dioxane was added to the solution. The mixture was then concentrated by distillation under reduced pressure, and the concentrate was dissolved in 25 ml of ethyl acetate and allowed to stand at room temperature. The crystals which precipitated were collected by filtration and ... Reactants: Cc1c(Br)c2c(c(C)c1NC=O)C(c1ccc(C(C)C)cc1)CO2, CCOC(C)=O, [Na+], [Na+], O=C([O-])[O-], OB(O)c1ccccc1, c1ccc(P(c2ccccc2)(c2ccccc2)[Pd](P(c2ccccc2)(c2ccccc2)c2ccccc2)(P(c2ccccc2)(c2ccccc2)c2ccccc2)P(c2ccccc2)(c2ccccc2)c2ccccc2)cc1. The product is Cc1c(NC=O)c(C)c2c(c1-c1ccccc1)OCC2c1ccc(C(C)C)cc1. RXN SMILES: [Br:1][c:2]1[c:3]([CH3:24])[c:4]([NH:21][CH:22]=[O:23])[c:5]([CH3:20])[c:6]2[c:10]1[O:9][CH2:8][CH:7]2[c:11]1[cH:12][cH:13][c:14]([CH:17]([CH3:18])[CH3:19])[cH:15][cH:16]1.[CH3:40][CH2:41][O:42][C:43](=[O:44])[CH3:45].[Na+:34].[Na+:35].[O-:36][C:37](=[O:38])[O-:39].[OH:25][B:26]([OH:27])[c:28]1[cH:29][cH:30][cH:31][cH:32][cH:33]1.[cH:46]1[cH:47][cH:48][c:49]([P:50]([Pd:51]([P:52]([c:53]2[cH:54][cH:55][cH:56][cH:57][cH:58]2)([c:59]2[cH:60][cH:61][cH:62][cH:63][cH:64]2)[c:65]2[cH:66][cH:67][cH:68][cH:69][cH:70]2)([P:71]([c:72]2[cH:73][cH:74][cH:75][cH:76][cH:77]2)([c:78]2[cH:79][cH:80][cH:81][cH:82][cH:83]2)[c:84]2[cH:85][cH:86][cH:87][cH:88][cH:89]2)[P:90]([c:91]2[cH:92][cH:93][cH:94][cH:95][cH:96]2)([c:97]2[cH:98][cH:99][cH:100][cH:101][cH:102]2)[c:103]2[cH:104][cH:105][cH:106][cH:107][cH:108]2)([c:109]2[cH:110][cH:111][cH:112][cH:113][cH:114]2)[c:115]2[cH:116][cH:117][cH:118][cH:119][cH:120]2)[cH:121][cH:122]1>>[c:2]1(-[c:28]2[cH:29][cH:30][cH:31][cH:32][cH:33]2)[c:3]([CH3:24])[c:4]([NH:21][CH:22]=[O:23])[c:5]([CH3:20])[c:6]2[c:10]1[O:9][CH2:8][CH:7]2[c:11]1[cH:12][cH:13][c:14]([CH:17]([CH3:18])[CH3:19])[cH:15][cH:16]1. Starting materials: ClCCl, CNc1ccccc1Cl, O=[N+]([O-])c1cccc(S(=O)(=O)Cl)c1, O, c1ccncc1. Yields the product CN(c1ccccc1Cl)S(=O)(=O)c1cccc([N+](=O)[O-])c1. Reaction SMILES: [CH2:29]([Cl:30])[Cl:31].[Cl:1][c:2]1[c:3]([NH:4][CH3:5])[cH:6][cH:7][cH:8][cH:9]1.[N+:16](=[O:17])([O-:18])[c:19]1[cH:20][c:21]([S:25](=[O:26])(=[O:27])[Cl:28])[cH:22][cH:23][cH:24]1.[OH2:32].[cH:10]1[cH:11][cH:12][n:13][cH:14][cH:15]1>>[Cl:1][c:2]1[c:3]([N:4]([CH3:5])[S:25]([c:21]2[cH:20][c:19]([N+:16](=[O:17])[O-:18])[cH:24][cH:23][cH:22]2)(=[O:26])=[O:27])[cH:6][cH:7][cH:8][cH:9]1.